This data is from the Open Reaction Database (ORD), a public repository of structured organic reaction records. The task is: describe an organic reaction: reactants, conditions, products, and yield Reactants: CC1=C(C(=O)O)C=CC=C1[N+](=O)[O-] (2-Methyl-3-nitrobenzoic acid). Reagents/catalysts: [C].[Pd] (palladium carbon). Solvent: C(C)O (ethanol). Product: NC=1C(=C(C(=O)O)C=CC1)C (3-amino-2-methylbenzoic acid). Isolated yield 105.5%. RXN SMILES: [CH3:1][C:2]1[C:10]([N+:11]([O-])=O)=[CH:9][CH:8]=[CH:7][C:3]=1[C:4]([OH:6])=[O:5]>C(O)C.[C].[Pd]>[NH2:11][C:10]1[C:2]([CH3:1])=[C:3]([CH:7]=[CH:8][CH:9]=1)[C:4]([OH:6])=[O:5] |f:2.3|. Procedure: 2-Methyl-3-nitrobenzoic acid (5 g) is dissolved in ethanol (50 ml) and the mixture is subjected to catalytic reduction with 5% palladium carbon (0.25 g) at room temperature for 5 hours. The catalyst is removed by filtration, and the filtrate is concentrated to give 3-amino-2-methylbenzoic acid (4.4 g). The reactants are O=C(Cl)c1ccccc1I, CN1CCc2c(N)cccc2C1. Yields the product CN1CCc2c(cccc2NC(=O)c2ccccc2I)C1. Reaction SMILES: [I:13][c:14]1[c:15]([C:16](=[O:17])[Cl:18])[cH:19][cH:20][cH:21][cH:22]1.[NH2:1][c:2]1[c:3]2[c:8]([cH:9][cH:10][cH:11]1)[CH2:7][N:6]([CH3:12])[CH2:5][CH2:4]2>>[NH:1]([c:2]1[c:3]2[c:8]([cH:9][cH:10][cH:11]1)[CH2:7][N:6]([CH3:12])[CH2:5][CH2:4]2)[C:16]([c:15]1[c:14]([I:13])[cH:22][cH:21][cH:20][cH:19]1)=[O:17]. Solvent: O (water). Yields the product hexanes ethyl acetate, COC(CNC(=O)NC(C(CC1CCCC1)C1=CC(=C(C=C1)Cl)Cl)=O)=O ({3-[3-cyclopentyl-2-(3,4-dichloro-phenyl)-propionyl]-ureido}-acetic acid methyl ester). The yield is 68.0%. As a reaction SMILES: [CH:1]1([CH2:6][CH:7]([C:18]2[CH:23]=[CH:22][C:21]([Cl:24])=[C:20]([Cl:25])[CH:19]=2)[C:8]([NH:10][C:11](=[O:17])[NH:12][CH2:13][C:14]([OH:16])=[O:15])=[O:9])[CH2:5][CH2:4][CH2:3][CH2:2]1.[CH3:26]O>S(=O)(=O)(O)O.O>[CH3:26][O:15][C:14](=[O:16])[CH2:13][NH:12][C:11]([NH:10][C:8](=[O:9])[CH:7]([C:18]1[CH:23]=[CH:22][C:21]([Cl:24])=[C:20]([Cl:25])[CH:19]=1)[CH2:6][CH:1]1[CH2:5][CH2:4][CH2:3][CH2:2]1)=[O:17]. Reaction conditions: temperature 80 celsius. Reported procedure: A solution of {3-[3-cyclopentyl-2-(3,4-dichloro-phenyl)-propionyl]-ureido}-acetic acid (30 mg, 0.08 mmol) in methanol (5 mL) was treated with concentrated sulfuric acid (4 drops). The reaction was heated to 80° C. for 8 h. At this time, the reaction was cooled to 25° C. and diluted with water (10 mL). This solution was extracted with ethyl acetate (3×20 mL). The organics were washed with a saturated aqueous sodium bicarbonate solution (1×20 mL), a saturated aqueous sodium chloride solution (1×20... The reagents and catalysts are S(O)(O)(=O)=O (sulfuric acid). Reactants: C1(CCCC1)CC(C(=O)NC(NCC(=O)O)=O)C1=CC(=C(C=C1)Cl)Cl ({3-[3-cyclopentyl-2-(3,4-dichloro-phenyl)-propionyl]-ureido}-acetic acid), CO (methanol). Starting materials: CC1(OC2=C(C(=N1)N1C(C=CC=C1)=O)C=C(C=C2)N)C (2,2-dimethyl-4-(2-oxo-1,2-dihydro-1-pyridyl)-6-amino-2H-1,3-benzoxazine), C(=O)O (formic acid). Solvent: N1=CC=CC=C1 (pyridine). The product is CC1(OC2=C(C(=N1)N1C(C=CC=C1)=O)C=C(C=C2)NC=O)C (2,2-dimethyl-4-(2-oxo-1,2-dihydro-1-pyridyl)-6-formamido-2H-1,3-benzoxazine). Reaction SMILES: [CH3:1][C:2]1([CH3:20])[N:7]=[C:6]([N:8]2[CH:13]=[CH:12][CH:11]=[CH:10][C:9]2=[O:14])[C:5]2[CH:15]=[C:16]([NH2:19])[CH:17]=[CH:18][C:4]=2[O:3]1.[CH:21](O)=[O:22]>N1C=CC=CC=1>[CH3:1][C:2]1([CH3:20])[N:7]=[C:6]([N:8]2[CH:13]=[CH:12][CH:11]=[CH:10][C:9]2=[O:14])[C:5]2[CH:15]=[C:16]([NH:19][CH:21]=[O:22])[CH:17]=[CH:18][C:4]=2[O:3]1. Procedure details: A solution of 1 g of 2,2-dimethyl-4-(2-oxo-1,2-dihydro-1-pyridyl)-6-amino-2H-1,3-benzoxazine in 15 ml of formic acid and 1 ml of pyridine is boiled for 16 hours and evaporated. Customary work-up gives 2,2-dimethyl-4-(2-oxo-1,2-dihydro-1-pyridyl)-6-formamido-2H-1,3-benzoxazine. Starting materials: FC(C(=O)O)(F)F (trifluoroacetic acid), C1(CCCCC1)NC(N(CC1=CC=C(C=C1)C)CCO[C@H]1C[C@H](CCC1)CCC(C(=O)OC(C)(C)C)CC)=O (tert-butyl 4-(cis-3-{2-[3-cyclohexyl-1-(4-methylbenzyl)ureido]ethoxy}cyclohexyl)-2-ethylbutyrate), C1(=CC=CC=C1)C (toluene). The solvent is ClCCl (dichloromethane). Conditions: time 12 hour. Yields the product C1(CCCCC1)NC(N(CC1=CC=C(C=C1)C)CCO[C@H]1C[C@H](CCC1)CCC(C(=O)O)CC)=O (4-(cis-3-{2-[3-cyclohexyl-1-(4-methylbenzyl)ureido]ethoxy}cyclohexyl)-2-ethylbutyric acid). The yield is 85.7%. As a reaction SMILES: [CH:1]1([NH:7][C:8](=[O:39])[N:9]([CH2:18][CH2:19][O:20][C@@H:21]2[CH2:26][CH2:25][CH2:24][C@H:23]([CH2:27][CH2:28][CH:29]([CH2:37][CH3:38])[C:30]([O:32]C(C)(C)C)=[O:31])[CH2:22]2)[CH2:10][C:11]2[CH:16]=[CH:15][C:14]([CH3:17])=[CH:13][CH:12]=2)[CH2:6][CH2:5][CH2:4][CH2:3][CH2:2]1.FC(F)(F)C(O)=O.C1(C)C=CC=CC=1>ClCCl>[CH:1]1([NH:7][C:8](=[O:39])[N:9]([CH2:18][CH2:19][O:20][C@@H:21]2[CH2:26][CH2:25][CH2:24][C@H:23]([CH2:27][CH2:28][CH:29]([CH2:37][CH3:38])[C:30]([OH:32])=[O:31])[CH2:22]2)[CH2:10][C:11]2[CH:16]=[CH:15][C:14]([CH3:17])=[CH:13][CH:12]=2)[CH2:2][CH2:3][CH2:4][CH2:5][CH2:6]1. Procedure details: 160 mg of tert-butyl 4-(cis-3-{2-[3-cyclohexyl-1-(4-methylbenzyl)ureido]ethoxy}cyclohexyl)-2-ethylbutyrate are dissolved in 16 ml of dichloromethane, and 4 ml of trifluoroacetic acid are added. The mixture is stirred at room temperature for 12 hours. 50 ml of toluene are then added, and the solvents are removed under reduced pressure. The residue is purified by RP-HPLC. Freeze drying gives 123 mg of 4-(cis-3-{2-[3-cyclohexyl-1-(4-methylbenzyl)ureido]ethoxy}cyclohexyl)-2-ethylbutyric acid as a co... Reactants: FC1=C(C=CC(=C1)F)CC(C)(C)NC=O (N-[2-(2,4-difluorophenyl]-1,1-dimethylethyl]formamide), Cl (hydrochloride). Yields the product FC1=C(C=CC(=C1)F)CC(C)(C)N (2-(2,4-difluorophenyl)-1,1-dimethylethylamine). RXN SMILES: [F:1][C:2]1[CH:7]=[C:6]([F:8])[CH:5]=[CH:4][C:3]=1[CH2:9][C:10]([NH:13]C=O)([CH3:12])[CH3:11].Cl>>[F:1][C:2]1[CH:7]=[C:6]([F:8])[CH:5]=[CH:4][C:3]=1[CH2:9][C:10]([NH2:13])([CH3:11])[CH3:12]. Reported procedure: Reaction of 22.0 g (100 mmol) of N-[2-(2,4-difluorophenyl]-1,1-dimethylethyl]formamide analogously to the method for Example 10(c). Yield: 16.0 g (72%, hydrochloride); melting point: 201° C.-203° C. Reported procedure: A mixture of lithium aluminum hydride (6.7 g) in tetrahydrofuran (50 ml) is cooled to 0° C. and a solution of 3α, 12α-dihydroxy-5β-chol-8(14)-en-24-oic acid (15.3 g) in tetrahydrofuran (350 ml) is added to dropwise. The mixture is warmed to room temperature, stirred for about 17 hours, and quenched by dropwise addition of water (6.7 ml), 15% sodium hydroxide solution (6.7 ml), and water (6.7 ml). The mixture is filtered, washing the alumina salts with 20% ethanol in ethyl acetate, and the filtra... As a reaction SMILES: [H-].[Al+3].[Li+].[H-].[H-].[H-].[OH:7][C@@H:8]1[CH2:31][CH2:30][C@@:29]2([CH3:32])[C@H:10]([CH2:11][CH2:12][C:13]3[C@@H:28]2[CH2:27][C@H:26]([OH:33])[C@@:25]2([CH3:34])[C:14]=3[CH2:15][CH2:16][C@@H:17]2[C@H:18]([CH3:24])[CH2:19][CH2:20][C:21](O)=[O:22])[CH2:9]1>O1CCCC1>[OH:7][C@@H:8]1[CH2:31][CH2:30][C@@:29]2([CH3:32])[C@H:10]([CH2:11][CH2:12][C:13]3[C@@H:28]2[CH2:27][C@H:26]([OH:33])[C@@:25]2([CH3:34])[C:14]=3[CH2:15][CH2:16][C@@H:17]2[C@H:18]([CH3:24])[CH2:19][CH2:20][CH2:21][OH:22])[CH2:9]1 |f:0.1.2.3.4.5|. Run at temperature 0 celsius, time 17 hour. Starting materials: [H-].[Al+3].[Li+].[H-].[H-].[H-] (lithium aluminum hydride), O[C@H]1C[C@H]2CCC3=C4CC[C@H]([C@@H](CCC(=O)O)C)[C@]4([C@H](C[C@@H]3[C@]2(CC1)C)O)C (3α, 12α-dihydroxy-5β-chol-8(14)-en-24-oic acid). The solvent is O1CCCC1 (tetrahydrofuran), O1CCCC1 (tetrahydrofuran). The product is O[C@H]1C[C@H]2CCC3=C4CC[C@H]([C@@H](CCCO)C)[C@]4([C@H](C[C@@H]3[C@]2(CC1)C)O)C (3α,12α-dihydroxy-5β-chol-8(14)-en-24-ol).